From a dataset of the Open Reaction Database (ORD), a public repository of structured organic reaction records. describe an organic reaction: reactants, conditions, products, and yield Starting materials: C(C)(C)N(CC)C(C)C (diisopropylethylamine), COC1(CCNCC1)C1=C(CN(C=2N=NN(N2)C)CC2=CC(=CC(=C2)C(F)(F)F)C(F)(F)F)C=C(C=C1)C(F)(F)F (N-(2-(4-methoxypiperidin-4-yl)-5-(trifluoromethyl)benzyl)-N-(3,5-bis(trifluoromethyl)benzyl)-2-methyl-2H-tetrazol-5-amine), ClC(=O)OCC (Ethyl chloroformate). The solvent is C(Cl)Cl (methylene chloride). Run at time 16 hour. Product: FC(C=1C=C(CN(C=2N=NN(N2)C)CC2=C(C=CC(=C2)C(F)(F)F)C2(CCN(CC2)C(=O)OCC)OC)C=C(C1)C(F)(F)F)(F)F (Ethyl 4-(2-(((3,5-bis(trifluoromethyl)benzyl)(2-methyl-2H-tetrazol-5-yl)amino)methyl)-4-(trifluoromethyl)phenyl)-4-methoxypiperidine-1-carboxylate). Yield: 97.7%. RXN SMILES: [CH3:1][O:2][C:3]1([C:9]2[CH:37]=[CH:36][C:35]([C:38]([F:41])([F:40])[F:39])=[CH:34][C:10]=2[CH2:11][N:12]([CH2:19][C:20]2[CH:25]=[C:24]([C:26]([F:29])([F:28])[F:27])[CH:23]=[C:22]([C:30]([F:33])([F:32])[F:31])[CH:21]=2)[C:13]2[N:14]=[N:15][N:16]([CH3:18])[N:17]=2)[CH2:8][CH2:7][NH:6][CH2:5][CH2:4]1.C(N(C(C)C)CC)(C)C.Cl[C:52]([O:54][CH2:55][CH3:56])=[O:53]>C(Cl)Cl>[F:29][C:26]([F:28])([F:27])[C:24]1[CH:25]=[C:20]([CH:21]=[C:22]([C:30]([F:31])([F:32])[F:33])[CH:23]=1)[CH2:19][N:12]([CH2:11][C:10]1[CH:34]=[C:35]([C:38]([F:41])([F:39])[F:40])[CH:36]=[CH:37][C:9]=1[C:3]1([O:2][CH3:1])[CH2:4][CH2:5][N:6]([C:52]([O:54][CH2:55][CH3:56])=[O:53])[CH2:7][CH2:8]1)[C:13]1[N:14]=[N:15][N:16]([CH3:18])[N:17]=1. Reported procedure: To a suspension of N-(2-(4-methoxypiperidin-4-yl)-5-(trifluoromethyl)benzyl)-N-(3,5-bis(trifluoromethyl)benzyl)-2-methyl-2H-tetrazol-5-amine (31 mg; 0.049 mmol) in methylene chloride (0.5 mL) was added diisopropylethylamine (0.05 mL; 0.287 mmol). Ethyl chloroformate (10uL; 0.104 mmol) was then added. The resulting reaction was stirred at room temperature for 16 hours. The reaction was filtered over a column of silica/sodium sulfate and concentrated under reduced pressure. The residue was purifie... Reactants: O (Water), OC=1C=C(C=O)C=CC1O (3,4-dihydroxybenzaldehyde), C(#N)CC(=O)OCC (ethyl cyanoacetate). The reagents and catalysts are N1CCCCC1 (piperidine). Solvent: C(C)O (ethanol). Run at time 20 hour. Yields the product C(#N)C(C(=O)OCC)=CC1=CC(=C(C=C1)O)O (Ethyl 2-cyano-3-(3,4-dihydroxyphenyl)-2-propenoate). Isolated yield 68.3%. RXN SMILES: [OH:1][C:2]1[CH:3]=[C:4]([CH:7]=[CH:8][C:9]=1[OH:10])[CH:5]=O.[C:11]([CH2:13][C:14]([O:16][CH2:17][CH3:18])=[O:15])#[N:12].O>C(O)C.N1CCCCC1>[C:11]([C:13](=[CH:5][C:4]1[CH:7]=[CH:8][C:9]([OH:10])=[C:2]([OH:1])[CH:3]=1)[C:14]([O:16][CH2:17][CH3:18])=[O:15])#[N:12]. Reported procedure: To a solution of 3,4-dihydroxybenzaldehyde (2.0 g, 14.5 mmol) in ethanol (10 ml) were added ethyl cyanoacetate (1.6 g, 14.5 mmol) and piperidine (3 drops) and the resulting reaction was allowed to proceed for 20 hours at room temperature. Water was then added to the reaction mixture, and the precipitated crystalline was filtered off and recrystallized from ethanol-water to yield the titled compound (2.3 g, 9.9 mmol). Alternatively, the reaction may be conducted in a benzene solution under reflux...